Task: describe an organic reaction: reactants, conditions, products, and yield. Dataset: the Open Reaction Database (ORD), a public repository of structured organic reaction records Reactants: NCC1CC2=CC=C(C=C2C1)C=1CCC(NN1)=O (2-aminomethyl-5-[4,5-dihydropyridazin-3(2H)-on-6-yl]indane), C(CC)=O (Propanal), [BH4-].[Na+] (sodium borohydride). Solvent: CO (methanol), CO (methanol). Run at time 30 minute. Product: C(CC)NCC1CC2=CC=C(C=C2C1)C=1CCC(NN1)=O (2-propylaminomethyl-5-[4,5-dihydropyridazin-3(2H)-on-6-yl]indane). The yield is 72.4%. As a reaction SMILES: [CH:1](=O)[CH2:2][CH3:3].[NH2:5][CH2:6][CH:7]1[CH2:15][C:14]2[C:9](=[CH:10][CH:11]=[C:12]([C:16]3[CH2:17][CH2:18][C:19](=[O:22])[NH:20][N:21]=3)[CH:13]=2)[CH2:8]1.[BH4-].[Na+]>CO>[CH2:1]([NH:5][CH2:6][CH:7]1[CH2:15][C:14]2[C:9](=[CH:10][CH:11]=[C:12]([C:16]3[CH2:17][CH2:18][C:19](=[O:22])[NH:20][N:21]=3)[CH:13]=2)[CH2:8]1)[CH2:2][CH3:3] |f:2.3|. Procedure details: Propanal (1.51 g) dissolved in 5 ml of methanol was added dropwise to 6.15 g of 2-aminomethyl-5-[4,5-dihydropyridazin-3(2H)-on-6-yl]indane dissolved in 60 ml of methanol. The mixture was stirred at room temperature for 30 minutes. Then, under ice cooling, 1.03 g of sodium borohydride was added to the mixture. The resulting mixture was stirred at the same temperature for 20 minutes and then stirred at room temperature for 1 hour. After methanol was removed, water was added to the residue, and the... Starting materials: C(C)(C)(C)N (tert-butylamine), ClC=1SC(=C(N1)C(F)(F)F)C(=O)OCC1=CC=CC=C1 (benzyl 2-chloro-4-trifluoromethyl-5-thiazolecarboxylate). The solvent is C(C)#N (acetonitrile). Yields the product CC(C)(C)NC=1SC(=C(N1)C(F)(F)F)C(=O)OCC1=CC=CC=C1 (Benzyl 2[(1,1-dimethylethyl)amino]-4-(trifluoromethyl)-5-thiazolecarboxylate). Yield: 42.6%. RXN SMILES: [C:1]([NH2:5])([CH3:4])([CH3:3])[CH3:2].Cl[C:7]1[S:8][C:9]([C:16]([O:18][CH2:19][C:20]2[CH:25]=[CH:24][CH:23]=[CH:22][CH:21]=2)=[O:17])=[C:10]([C:12]([F:15])([F:14])[F:13])[N:11]=1>C(#N)C>[CH3:2][C:1]([NH:5][C:7]1[S:8][C:9]([C:16]([O:18][CH2:19][C:20]2[CH:25]=[CH:24][CH:23]=[CH:22][CH:21]=2)=[O:17])=[C:10]([C:12]([F:14])([F:13])[F:15])[N:11]=1)([CH3:4])[CH3:3]. Procedure: By the procedure of Example 39, a stirred mixture of 15 ml of acetonitrile, 2.72 g (38 mmol) of tert-butylamine, and 6 g (19 mmol) of benzyl 2-chloro-4-trifluoromethyl-5-thiazolecarboxylate (prepared as described in U.S. Pat. No. 4,199,506), was heated at reflux for 66 hours. The product was separated and then recrystallized from hexane to yield 2.90 g of an off-white powder product (m.p.=79°-81° C.) identified in Table I. As a reaction SMILES: [C:1]([CH2:5][CH2:6][Si:7]([Cl:10])([Cl:9])[Cl:8])([F:4])([F:3])[F:2].[SiH](Cl)(C)C>[Cl-].C([N+](CCCC)(CCCC)CCCC)CCC>[C:1]([CH2:5][CH2:6][Si:7]([Cl:10])([Cl:9])[Cl:8])([F:4])([F:3])[F:2].[C:1]([CH2:5][CH2:6][SiH:7]([Cl:9])[Cl:8])([F:4])([F:3])[F:2] |f:2.3|. Product: C(F)(F)(F)CC[Si](Cl)(Cl)Cl (CF3CH2CH2SiCl3), C(F)(F)(F)CC[SiH](Cl)Cl (CF3CH2CH2SiHCl2). Reported procedure: 2 moles CF3CH2CH2SiCl3, 3.5 moles Me2SiHCl, and 2.6 moles tetra(n-butyl)ammonium chloride were introduced into a flask and heated under reflux for 3 days with stirring. A mixture of chlorosilanes was then recovered by distillation in vacuo. According to analysis by gas chromatography, the main components of the reaction product were CF3CH2CH2SiCl3, CF3CH2CH2SiHCl2, Me2SiHCl, and Me2SiCl2. The CF3CH2CH2SiCl3 and CF3CH2CH2SiHCl2 fraction was isolated by distillation in vacuo. The CF3CH2CH2SiCl3 an... The reagents and catalysts are [Cl-].C(CCC)[N+](CCCC)(CCCC)CCCC (tetra(n-butyl)ammonium chloride). The reactants are C(F)(F)(F)CC[Si](Cl)(Cl)Cl (CF3CH2CH2SiCl3), [SiH](C)(C)Cl (Me2SiHCl), chlorosilanes. The reactants are C1CCOC1, COC(=O)c1cnc(N2CCC(NC(=O)c3[nH]c(C)c(Cl)c3Cl)CC2)s1, Cl, [Li+], [OH-], O. Product: Cc1[nH]c(C(=O)NC2CCN(c3ncc(C(=O)O)s3)CC2)c(Cl)c1Cl. As a reaction SMILES: [CH2:31]1[O:32][CH2:33][CH2:34][CH2:35]1.[Cl:1][c:2]1[c:3]([C:9](=[O:10])[NH:11][CH:12]2[CH2:13][CH2:14][N:15]([c:18]3[s:19][c:20]([C:23](=[O:24])[O:25][CH3:26])[cH:21][n:22]3)[CH2:16][CH2:17]2)[nH:4][c:5]([CH3:8])[c:6]1[Cl:7].[ClH:30].[Li+:27].[OH-:28].[OH2:29]>>[Cl:1][c:2]1[c:3]([C:9](=[O:10])[NH:11][CH:12]2[CH2:13][CH2:14][N:15]([c:18]3[s:19][c:20]([C:23](=[O:24])[OH:25])[cH:21][n:22]3)[CH2:16][CH2:17]2)[nH:4][c:5]([CH3:8])[c:6]1[Cl:7]. Starting materials: Cl (hydrochloric acid), FC1=C(OC2=C(C=C(C=C2)O)NS(=O)(=O)C)C=CC(=C1)F (4-(2,4-difluorophenoxy)-3-methylsulfonylaminophenol), C(C#C)(=O)OC (methyl propiolate), [H-].[Na+] (sodium hydride). Run in C(C)(=O)OCC (ethyl acetate), O (water), CN(C=O)C (N,N-dimethylformamide). Run at temperature 22.5 celsius, time 20 minute. Product: FC1=C(OC2=C(C=C(O/C=C/C(=O)OC)C=C2)NS(=O)(=O)C)C=CC(=C1)F (methyl trans-3-[4-(2,4-difluorophenoxy)-3-methylsulfonylaminophenoxy]acrylate). Isolated yield 31.6%. RXN SMILES: [F:1][C:2]1[CH:20]=[C:19]([F:21])[CH:18]=[CH:17][C:3]=1[O:4][C:5]1[CH:10]=[CH:9][C:8]([OH:11])=[CH:7][C:6]=1[NH:12][S:13]([CH3:16])(=[O:15])=[O:14].[H-].[Na+].[C:24]([O:28][CH3:29])(=[O:27])[C:25]#[CH:26].Cl>CN(C)C=O.C(OCC)(=O)C.O>[F:1][C:2]1[CH:20]=[C:19]([F:21])[CH:18]=[CH:17][C:3]=1[O:4][C:5]1[CH:10]=[CH:9][C:8]([O:11]/[CH:26]=[CH:25]/[C:24]([O:28][CH3:29])=[O:27])=[CH:7][C:6]=1[NH:12][S:13]([CH3:16])(=[O:14])=[O:15] |f:1.2|. Procedure: 3 g of 4-(2,4-difluorophenoxy)-3-methylsulfonylaminophenol was dissolved in 15 ml of N,N-dimethylformamide. 420 mg of sodium hydride (purity: 60%) was added. The mixture was stirred for 20 minutes at 20-25° C. Then, 0.88 g of methyl propiolate was added dropwise in about 5 minutes so that the reaction temperature was maintained below 40° C. The mixture was stirred for 30 minutes at 30°-40° C. After the completion of the reaction, 50 ml of water and 50 ml of ethyl acetate were added thereto. The ... The reactants are [Ag+2], O=C(O)c1cccc(Br)c1, CC(C)(C)Br, O=C([O-])[O-]. The product is CC(C)(C)OC(=O)c1cccc(Br)c1. As a reaction SMILES: [Ag+2:20].[Br:1][c:2]1[cH:3][c:4]([C:5](=[O:6])[OH:7])[cH:8][cH:9][cH:10]1.[C:11]([CH3:12])([CH3:13])([CH3:14])[Br:15].[C:16](=[O:17])([O-:18])[O-:19]>>[Br:1][c:2]1[cH:3][c:4]([C:5]([O:6][C:11]([CH3:12])([CH3:13])[CH3:14])=[O:7])[cH:8][cH:9][cH:10]1. Starting materials: CCn1c(=O)n(OCc2ccccc2)c(=O)c2cc(F)c(N3CCCC3)nc21, CO, CCOC(C)=O. The product is CCn1c(=O)n(O)c(=O)c2cc(F)c(N3CCCC3)nc21. As a reaction SMILES: [CH2:1]([c:2]1[cH:3][cH:4][cH:5][cH:6][cH:7]1)[O:8][n:9]1[c:10](=[O:28])[n:11]([CH2:26][CH3:27])[c:12]2[c:13]([c:14]1=[O:15])[cH:16][c:17]([F:25])[c:18]([N:20]1[CH2:21][CH2:22][CH2:23][CH2:24]1)[n:19]2.[CH3:29][OH:30].[CH3:31][CH2:32][O:33][C:34](=[O:35])[CH3:36]>>[OH:8][n:9]1[c:10](=[O:28])[n:11]([CH2:26][CH3:27])[c:12]2[c:13]([c:14]1=[O:15])[cH:16][c:17]([F:25])[c:18]([N:20]1[CH2:21][CH2:22][CH2:23][CH2:24]1)[n:19]2.